From a dataset of the Open Reaction Database (ORD), a public repository of structured organic reaction records. describe an organic reaction: reactants, conditions, products, and yield Starting materials: [BH4-].[Na+] (sodium borohydride), CC=1C(=NC=CC1)C=O (3-methylpyridine-2-carboxaldehyde), C(OC)(OC)OC (trimethyl orthoformate), N1C(=NC=C1)CN(CC=1NC=CN1)CC1=CC=C(C(=O)NCCCCN)C=C1 (4-{[bis(1H-imidazol-2-ylmethyl)-amino]-methyl}-N-(4-aminobutyl)-benzamide). The solvent is CO (methanol). Conditions: time 30 minute. Yields the product N1C(=NC=C1)CN(CC=1NC=CN1)CC1=CC=C(C(=O)NCCCCNCC2=NC=CC=C2C)C=C1 (4-{[bis(1H-imidazol-2-ylmethyl)-amino]-methyl}-N-{4-[(3-methyl-pyridin-2-ylmethyl)-amino]-butyl}-benzamide). RXN SMILES: [NH:1]1[CH:5]=[CH:4][N:3]=[C:2]1[CH2:6][N:7]([CH2:14][C:15]1[CH:28]=[CH:27][C:18]([C:19]([NH:21][CH2:22][CH2:23][CH2:24][CH2:25][NH2:26])=[O:20])=[CH:17][CH:16]=1)[CH2:8][C:9]1[NH:10][CH:11]=[CH:12][N:13]=1.[CH3:29][C:30]1[C:31]([CH:36]=O)=[N:32][CH:33]=[CH:34][CH:35]=1.C(OC)(OC)OC.[BH4-].[Na+]>CO>[NH:1]1[CH:5]=[CH:4][N:3]=[C:2]1[CH2:6][N:7]([CH2:14][C:15]1[CH:28]=[CH:27][C:18]([C:19]([NH:21][CH2:22][CH2:23][CH2:24][CH2:25][NH:26][CH2:36][C:31]2[C:30]([CH3:29])=[CH:35][CH:34]=[CH:33][N:32]=2)=[O:20])=[CH:17][CH:16]=1)[CH2:8][C:9]1[NH:13][CH:12]=[CH:11][N:10]=1 |f:3.4|. Procedure details: The compound (50.6 mg) obtained in Example 3-2 was dissolved in anhydrous methanol (2.0 ml) and added with 3-methylpyridine-2-carboxaldehyde (24.2 mg) and trimethyl orthoformate (0.0430 ml), followed by stirring at room temperature for 30 minutes. Then, the solution was added with sodium borohydride (14.8 mg), followed by stirring at room temperature for 15 minutes. After completion of the reaction, the solvent was distilled off. The residue was dissolved in chloroform and washed with a 1 mol/l ... Reactants: OC1=C(C=CC(=C1CCC)O)C(C(F)(F)F)=NO (1-(2,4-Dihydroxy-3-propylphenyl)-2,2,2-trifluoroethanone oxime), N(=NC(=O)OCC)C(=O)OCC (diethyl azodicarboxylate), O (water), C1(=CC=CC=C1)P(C1=CC=CC=C1)C1=CC=CC=C1 (triphenylphosphine). Solvent: C1CCOC1 (THF), C1CCOC1 (THF). Conditions: temperature 0 celsius, time 1 hour. The product is C(CC)C1=C(C=CC=2C(=NOC21)C(F)(F)F)O (7-propyl-3-(trifluoromethyl)-1,2-benzisoxazol-6-ol). Reaction SMILES: O[C:2]1[C:7]([CH2:8][CH2:9][CH3:10])=[C:6]([OH:11])[CH:5]=[CH:4][C:3]=1[C:12](=[N:17][OH:18])[C:13]([F:16])([F:15])[F:14].C1(P(C2C=CC=CC=2)C2C=CC=CC=2)C=CC=CC=1.N(C(OCC)=O)=NC(OCC)=O.O>C1COCC1>[CH2:8]([C:7]1[C:2]2[O:18][N:17]=[C:12]([C:13]([F:14])([F:15])[F:16])[C:3]=2[CH:4]=[CH:5][C:6]=1[OH:11])[CH2:9][CH3:10]. Reported procedure: 1-(2,4-Dihydroxy-3-propylphenyl)-2,2,2-trifluoroethanone oxime (prepared by the method described in WO 97/28137, 4.2 g, 15.96 mmol) and triphenylphosphine (8.82 g, 33.6 mmol) were dissolved in THF (250 mL) and the mixture was cooled to 0° C. A solution of diethyl azodicarboxylate (5.02 mL, 32.0 mmol) in THF (150 mL) was then slowly added over a period of 30 minutes. The reaction mixture was stirred for 1 h at 0° C. After addition of water (500 mL), the aqueous layer was extracted with ethyl acet... Starting materials: [Al+3], CC(=O)Br, CC(C)(Cc1ccccc1)NC=O, [Cl-], [Cl-], [Cl-], ClCCCl. The product is CC(=O)c1ccc(CC(C)(C)NC=O)cc1. RXN SMILES: [Al+3:2].[C:5]([CH3:6])(=[O:7])[Br:8].[CH:9](=[O:10])[NH:11][C:12]([CH2:13][c:14]1[cH:15][cH:16][cH:17][cH:18][cH:19]1)([CH3:20])[CH3:21].[Cl-:1].[Cl-:3].[Cl-:4].[Cl:22][CH2:23][CH2:24][Cl:25]>>[C:5]([CH3:6])(=[O:7])[c:17]1[cH:16][cH:15][c:14]([CH2:13][C:12]([NH:11][CH:9]=[O:10])([CH3:20])[CH3:21])[cH:19][cH:18]1. Starting materials: C[Si](C)(C)C=[N+]=[N-] (trimethylsilyldiazomethane), ClC1=CC=C(C=C1)C1=NN(C(N1C1CC1)=O)CC(=O)O ([3-(4-chlorophenyl)-4-cyclopropyl-5-oxo-4,5-dihydro-1H-1,2,4-triazol-1-yl]-acetic acid), O.NN (hydrazine hydrate). The solvent is C1(=CC=CC=C1)C (toluene), CO (methanol). Run at time 1 hour. Product: ClC1=CC=C(C=C1)C1=NN(C(N1C1CC1)=O)CC(=O)NN (2-[3-(4-Chlorophenyl)-4-cyclopropyl-5-oxo-4,5-dihydro-1H-1,2,4-triazol-1-yl]acetohydrazide). Reaction SMILES: [Cl:1][C:2]1[CH:7]=[CH:6][C:5]([C:8]2[N:12]([CH:13]3[CH2:15][CH2:14]3)[C:11](=[O:16])[N:10]([CH2:17][C:18](O)=[O:19])[N:9]=2)=[CH:4][CH:3]=1.C[Si](C=[N+:26]=[N-:27])(C)C.O.NN>CO.C1(C)C=CC=CC=1>[Cl:1][C:2]1[CH:3]=[CH:4][C:5]([C:8]2[N:12]([CH:13]3[CH2:14][CH2:15]3)[C:11](=[O:16])[N:10]([CH2:17][C:18]([NH:26][NH2:27])=[O:19])[N:9]=2)=[CH:6][CH:7]=1 |f:2.3|. Reported procedure: 50 mg (0.17 mmol) of [3-(4-chlorophenyl)-4-cyclopropyl-5-oxo-4,5-dihydro-1H-1,2,4-triazol-1-yl]-acetic acid [preparation according to WO 2007/134862 Example 88A] were dissolved in 0.4 ml of methanol and diluted with 0.6 ml of toluene, and 128 μl (0.26 mmol) of trimethylsilyldiazomethane solution (2 M in hexanes) were then added dropwise until a slight yellow color remained. The reaction was stirred for 1 h and then evaporated to dryness. The residue was taken up in 1 ml of ethanol, 43 mg (0.85 m... Reagents/catalysts: C(C)I (ethyl iodide). Conditions: time 40 minute. Solvent: O1CCCC1 (tetrahydrofuran), O1CCCC1 (tetrahydrofuran). Reactants: CN(CCCCl)C (3-(dimethylamino)propyl chloride), Grignard reagent, CN(CCCCl)C (3-(dimethylamino)propyl chloride), 4-chloro-11-[3-(dimethylamino)propyl]-1-ethyl-1,5,6,11-tetrahydro[5,6]cyclohepta[1,2-b]pyrazolo[4,3-e]pyridin-11-ol, hydrochloride, [Mg] (magnesium), II (iodine), ClC1=C2C(=NC3=C1C=NN3CC)C(C3=C(CC2)C=CC=C3)=O (4-chloro-1-ethyl-5,6-dihydrobenzo[5,6]cyclohepta[1,2-b]pyrazolo[4,3-e]pyridin-11(1H)-one). The product is Cl.ClC1=C2C(=NC3=C1C=NN3CC)C(C3=C(CC2)C=CC=C3)(O)CCCN(C)C (4-Chloro-11-[3-(dimethylamino)propyl]-1-ethyl-1,5,6,11-tetrahydrobenzo[5,6]cyclohepta[1,2-b]pyrazolo[4,3-e]pyridin-11-ol, hydrochloride). As a reaction SMILES: [CH3:1][N:2]([CH3:7])[CH2:3][CH2:4][CH2:5][Cl:6].[Mg].II.[Cl:11][C:12]1[C:17]2[CH:18]=[N:19][N:20]([CH2:21][CH3:22])[C:16]=2[N:15]=[C:14]2[C:23](=[O:32])[C:24]3[CH:31]=[CH:30][CH:29]=[CH:28][C:25]=3[CH2:26][CH2:27][C:13]=12>C(I)C.O1CCCC1>[ClH:6].[Cl:11][C:12]1[C:17]2[CH:18]=[N:19][N:20]([CH2:21][CH3:22])[C:16]=2[N:15]=[C:14]2[C:23]([CH2:5][CH2:4][CH2:3][N:2]([CH3:7])[CH3:1])([OH:32])[C:24]3[CH:31]=[CH:30][CH:29]=[CH:28][C:25]=3[CH2:26][CH2:27][C:13]=12 |f:6.7|. Reported procedure: 12.3 g. of freshly distilled and absolutely dry 3-(dimethylamino)propyl chloride (0.1 mol.) are added slowly with stirring and gentle heating to 2.4 g. of magnesium turnings in 70 ml. of dry tetrahydrofuran. A crystal of iodine and a few drops of ethyl iodide are employed as initiator. After all of the 3-(dimethylamino)propyl chloride is added, the reaction mixture is refluxed for two to three hours. To this Grignard reagent a solution of 10.8 g. of 4-chloro-1-ethyl-5,6-dihydrobenzo[5,6]cyclohep... The reactants are C1CCOC1, O=Cc1ccc(-c2ccc3c(N4CCOCC4)nc(Cl)nc3c2)o1, I, N. Yields the product N#Cc1ccc(-c2ccc3c(N4CCOCC4)nc(Cl)nc3c2)o1. RXN SMILES: [CH2:27]1[O:28][CH2:29][CH2:30][CH2:31]1.[Cl:1][c:2]1[n:3][c:4]2[cH:5][c:6](-[c:18]3[cH:19][cH:20][c:21]([CH:23]=[O:24])[o:22]3)[cH:7][cH:8][c:9]2[c:10]([N:12]2[CH2:13][CH2:14][O:15][CH2:16][CH2:17]2)[n:11]1.[I:25].[NH3:26]>>[Cl:1][c:2]1[n:3][c:4]2[cH:5][c:6](-[c:18]3[cH:19][cH:20][c:21]([C:23]#[N:26])[o:22]3)[cH:7][cH:8][c:9]2[c:10]([N:12]2[CH2:13][CH2:14][O:15][CH2:16][CH2:17]2)[n:11]1. Starting materials: C(C(=C)C)(=O)OCCCCCCCCCCCCCCCCCCCCCC (behenyl methacrylate), C(C(=C)C)(=O)O (methacrylic acid), C(CCCCCCCCCCC)S (dodecanethiol). Solvent: C1(=CC=CC=C1)C (toluene), N(=NC(C#N)(C)C)C(C#N)(C)C (azobisisobutyronitrile). The product is C(C(=C)C)(=O)O.C(C(=C)C)(=O)OCCCCCCCCCCCCCCCCCCCCCC (methacrylic acid behenyl methacrylate). Reaction SMILES: [C:1]([O:6][CH2:7][CH2:8][CH2:9][CH2:10][CH2:11][CH2:12][CH2:13][CH2:14][CH2:15][CH2:16][CH2:17][CH2:18][CH2:19][CH2:20][CH2:21][CH2:22][CH2:23][CH2:24][CH2:25][CH2:26][CH2:27][CH3:28])(=[O:5])[C:2]([CH3:4])=[CH2:3].C(O)(=O)C(C)=C.C(S)CCCCCCCCCCC>C1(C)C=CC=CC=1.N(C(C)(C)C#N)=NC(C)(C)C#N>[C:1]([OH:6])(=[O:5])[C:2]([CH3:4])=[CH2:3].[C:1]([O:6][CH2:7][CH2:8][CH2:9][CH2:10][CH2:11][CH2:12][CH2:13][CH2:14][CH2:15][CH2:16][CH2:17][CH2:18][CH2:19][CH2:20][CH2:21][CH2:22][CH2:23][CH2:24][CH2:25][CH2:26][CH2:27][CH3:28])(=[O:5])[C:2]([CH3:4])=[CH2:3] |f:5.6|. Procedure details: 36.4 parts by weight of behenyl methacrylate, 3.9 parts by weight of methacrylic acid (30 mol % of the total quantity of monomers) and 0.72 parts by weight of dodecanethiol are dissolved in 75 parts by weight of toluene, 0.75 parts by weight of the radical initiator azobisisobutyronitrile (AIBN) is added, and the resulting mixture is reacted for 16 hours at 70° C. under an atmosphere of nitrogen. Subsequently, the product is precipitated in 1 liter of methanol, and is then dried, thereby yieldin...